Dataset: the Open Reaction Database (ORD), a public repository of structured organic reaction records. Task: describe an organic reaction: reactants, conditions, products, and yield Starting materials: BrCC1=CC=C(C(=O)OC)C=C1 (methyl 4-(bromomethyl)benzoate), FC(OC1=CC=C(C=C1)C1=CC=C(C=C1)O)(F)F (4′-(trifluoromethoxy)[1,1′-biphenyl]-4-ol), CCOC(=O)C (EtOAc). Reagents/catalysts: [Pd].C1(=CC=CC=C1)P(C1=CC=CC=C1)C1=CC=CC=C1.C1(=CC=CC=C1)P(C1=CC=CC=C1)C1=CC=CC=C1.C1(=CC=CC=C1)P(C1=CC=CC=C1)C1=CC=CC=C1.C1(=CC=CC=C1)P(C1=CC=CC=C1)C1=CC=CC=C1 (tetrakis(triphenylphosphine) palladium). Solvent: COCCOC (DME), C(=O)([O-])[O-].[K+].[K+] (K2CO3). Run at temperature 105 celsius, time 24 hour. The product is FC(OC1=CC=C(CC2=CC=C(C(=O)OC)C=C2)C=C1)(F)F (methyl 4-[4-(trifluoromethoxy)benzyl]benzoate). The yield is 69.3%. As a reaction SMILES: Br[CH2:2][C:3]1[CH:12]=[CH:11][C:6]([C:7]([O:9][CH3:10])=[O:8])=[CH:5][CH:4]=1.[F:13][C:14]([F:30])([F:29])[O:15][C:16]1[CH:21]=[CH:20][C:19](C2C=CC(O)=CC=2)=[CH:18][CH:17]=1.CCOC(C)=O>COCCOC.C([O-])([O-])=O.[K+].[K+].[Pd].C1(P(C2C=CC=CC=2)C2C=CC=CC=2)C=CC=CC=1.C1(P(C2C=CC=CC=2)C2C=CC=CC=2)C=CC=CC=1.C1(P(C2C=CC=CC=2)C2C=CC=CC=2)C=CC=CC=1.C1(P(C2C=CC=CC=2)C2C=CC=CC=2)C=CC=CC=1>[F:13][C:14]([F:29])([F:30])[O:15][C:16]1[CH:21]=[CH:20][C:19]([CH2:2][C:3]2[CH:12]=[CH:11][C:6]([C:7]([O:9][CH3:10])=[O:8])=[CH:5][CH:4]=2)=[CH:18][CH:17]=1 |f:4.5.6,7.8.9.10.11|. Procedure details: A solution of methyl 4-(bromomethyl)benzoate (93) (0.23 mL, 1.0 mmol) and 4-(trifluoromethoxy)phenylboronic acid (44) (0.24 g, 1.1 mmol) in DME (3 mL) and 2M aqueous K2CO3 (1 mL) was degassed, then treated with tetrakis(triphenylphosphine) palladium (58 mg, 50 μmol). The reaction mixture was stirred under N2 at 105° C. for 24 h, and then EtOAc (250 mL) was added. The organic layer was washed with water, the aqueous layer was re-extracted with EtOAc (100 mL), and the combined organic layers were ... Reactants: CC(C)n1nc(Br)c([N+](=O)[O-])c1Br, NCc1ccccc1, O. Yields the product CC(C)n1nc(Br)c([N+](=O)[O-])c1NCc1ccccc1. Reaction SMILES: [Br:1][c:2]1[n:3][n:4]([CH:11]([CH3:12])[CH3:13])[c:5]([Br:10])[c:6]1[N+:7](=[O:8])[O-:9].[NH2:15][CH2:16][c:17]1[cH:18][cH:19][cH:20][cH:21][cH:22]1.[OH2:14]>>[Br:1][c:2]1[n:3][n:4]([CH:11]([CH3:12])[CH3:13])[c:5]([NH:15][CH2:16][c:17]2[cH:18][cH:19][cH:20][cH:21][cH:22]2)[c:6]1[N+:7](=[O:8])[O-:9].